This data is from the Open Reaction Database (ORD), a public repository of structured organic reaction records. The task is: describe an organic reaction: reactants, conditions, products, and yield Reactants: C(C)(C)(C)OC(NCC1=NC=C(C2=CC(=C(C=C12)OC)OC)CC(=O)N1CCC(CC1)CC1=CC=CC=C1)=O ({4-[2-(4-benzyl-piperidin-1-yl)-2-oxo-ethyl]-6,7-dimethoxy-isoquinolin-1-ylmethyl}-carbamic acid tert-butyl ester), Cl (HCl). Solvent: CCOC(=O)C (EtOAc). The product is Cl.NCC1=NC=C(C2=CC(=C(C=C12)OC)OC)CC(=O)N1CCC(CC1)CC1=CC=CC=C1 (2-(1-aminomethyl-6,7-dimethoxy-isoquinolin-4-yl)-1-(4-benzyl-piperidin-1-yl)-ethanone hydrochloride). The yield is 100.0%. As a reaction SMILES: C(OC(=O)[NH:7][CH2:8][C:9]1[C:18]2[C:13](=[CH:14][C:15]([O:21][CH3:22])=[C:16]([O:19][CH3:20])[CH:17]=2)[C:12]([CH2:23][C:24]([N:26]2[CH2:31][CH2:30][CH:29]([CH2:32][C:33]3[CH:38]=[CH:37][CH:36]=[CH:35][CH:34]=3)[CH2:28][CH2:27]2)=[O:25])=[CH:11][N:10]=1)(C)(C)C.[ClH:40]>CCOC(C)=O>[ClH:40].[NH2:7][CH2:8][C:9]1[C:18]2[C:13](=[CH:14][C:15]([O:21][CH3:22])=[C:16]([O:19][CH3:20])[CH:17]=2)[C:12]([CH2:23][C:24]([N:26]2[CH2:31][CH2:30][CH:29]([CH2:32][C:33]3[CH:38]=[CH:37][CH:36]=[CH:35][CH:34]=3)[CH2:28][CH2:27]2)=[O:25])=[CH:11][N:10]=1 |f:3.4|. Procedure details: As described in Example 1, 94 mg of {4-[2-(4-benzyl-piperidin-1-yl)-2-oxo-ethyl]-6,7-dimethoxy-isoquinolin-1-ylmethyl}-carbamic acid tert-butyl ester was treated with HCl in EtOAc to give 114 mg (>100%) of 2-(1-aminomethyl-6,7-dimethoxy-isoquinolin-4-yl)-1-(4-benzyl-piperidin-1-yl)-ethanone hydrochloride. MS: APCI (M+H) calc'd for C26H31N3O3+H 434.5; found 434.2. Reactants: CCOC(C)=O, COC(=O)C(CCCC(=O)c1ccc(Cl)cc1)NC(=O)OC(C)(C)C, CCOC(C)=O, Cl, [Na+], O=C([O-])O. The product is COC(=O)C1CCCC(c2ccc(Cl)cc2)N1. RXN SMILES: [C:26]([O:27][CH2:28][CH3:29])(=[O:30])[CH3:31].[CH3:1][O:2][C:3]([CH:4]([CH2:5][CH2:6][CH2:7][C:8]([c:10]1[cH:11][cH:12][c:13]([Cl:16])[cH:14][cH:15]1)=[O:24])[NH:17][C:9]([O:18][C:19]([CH3:20])([CH3:21])[CH3:22])=[O:23])=[O:25].[CH3:38][CH2:39][O:40][C:41](=[O:42])[CH3:43].[ClH:32].[Na+:33].[OH:34][C:35](=[O:36])[O-:37]>>[CH3:1][O:2][C:3]([CH:4]1[CH2:5][CH2:6][CH2:7][CH:8]([c:10]2[cH:11][cH:12][c:13]([Cl:16])[cH:14][cH:15]2)[NH:17]1)=[O:25]. Reactants: CCCCCC#CC(=O)O (2-OA), CCCCC(CC)C(=O)O (2-EHA), alkyl acrylate, COC(C1=CC=CC=C1)(C(=O)C2=CC=CC=C2)OC (IRGACURE 651), C(C=C)(=O)O (acrylic acid), C(C=C)(=O)OCCO (hydroxyethyl acrylate). Yields the product C(C=C)(=O)OCCCCCCCC (Octyl Acrylate). Reaction SMILES: [CH3:1][CH2:2][CH2:3][CH2:4][CH2:5][C:6]#[C:7][C:8]([OH:10])=O.CCC[CH2:14][CH:15]([C:18](O)=[O:19])CC.COC(OC)(C(C1C=CC=CC=1)=O)C1C=CC=CC=1.C(O)(=O)C=C.C(OCCO)(=O)C=C>>[C:18]([O:10][CH2:8][CH2:7][CH2:6][CH2:5][CH2:4][CH2:3][CH2:2][CH3:1])(=[O:19])[CH:15]=[CH2:14]. Procedure details: The acrylic monomers generated in Examples 1 and 10-12, 2-OA, 2-EHA, and LA were each prepared into adhesive films using the following procedure. The alkyl acrylate (28.5 g), 0.02 g of IRGACURE 651 (Ciba), 0.3 g of acrylic acid (AA, Alfa Aesar), and 1.2 g of hydroxyethyl acrylate (HEA, Aldrich) were mixed using a magnetic stir bar in a clear glass vial. The glass vial was then purged with nitrogen for 5 minutes to remove dissolved oxygen, and then treated with UV light (365 nm, approximately 5 m... Reactants: CS(C)=O, CSc1nc(Cl)c(F)c(NCc2nccs2)n1, NN, O. The product is CSc1nc(=NN)c(F)c(NCc2nccs2)[nH]1. RXN SMILES: [CH3:21][S:22]([CH3:23])=[O:24].[Cl:1][c:2]1[c:3]([F:17])[c:4]([NH:10][CH2:11][c:12]2[s:13][cH:14][cH:15][n:16]2)[n:5][c:6]([S:8][CH3:9])[n:7]1.[NH2:19][NH2:20].[OH2:18]>>[c:2]1(=[N:19][NH2:20])[c:3]([F:17])[c:4]([NH:10][CH2:11][c:12]2[s:13][cH:14][cH:15][n:16]2)[nH:5][c:6]([S:8][CH3:9])[n:7]1. Reactants: CC1(OC[C@H](O1)COC1=CC=C(C=C1)CCCC(C=O)NS(=O)C(C)(C)C)C (2-methyl-propane-2-sulfinic acid {4-[4-((R)-2,2-dimethyl-[1,3]dioxolan-4-ylmethoxy)-phenyl]-1-formyl-butyl}-amide), C(C)(C)(C)S(=O)N (tert-butyl sulfinamide). The reagents and catalysts are [O-]CC.[Ti+4].[O-]CC.[O-]CC.[O-]CC (titanium ethoxide). Run in C1CCOC1 (THF). Reaction conditions: time 8 hour. The product is CC1(OC[C@H](O1)COC1=CC=C(C=C1)CCCC(/C=N/S(=O)C(C)(C)C)NS(=O)C(C)(C)C)C (2-Methyl-propane-2-sulfinic acid (4-[4-((R)-2,2-dimethyl-[1,3]dioxolan-4-ylmethoxy)-phenyl]-1-{[(E)-2-methyl-propane-2-sulfinylimino]-methyl}-butyl)-amide). Reaction SMILES: [CH3:1][C:2]1([CH3:28])[O:6][C@H:5]([CH2:7][O:8][C:9]2[CH:14]=[CH:13][C:12]([CH2:15][CH2:16][CH2:17][CH:18]([NH:21][S:22]([C:24]([CH3:27])([CH3:26])[CH3:25])=[O:23])[CH:19]=O)=[CH:11][CH:10]=2)[CH2:4][O:3]1.[C:29]([S:33]([NH2:35])=[O:34])([CH3:32])([CH3:31])[CH3:30]>C1COCC1.[O-]CC.[Ti+4].[O-]CC.[O-]CC.[O-]CC>[CH3:1][C:2]1([CH3:28])[O:6][C@H:5]([CH2:7][O:8][C:9]2[CH:14]=[CH:13][C:12]([CH2:15][CH2:16][CH2:17][CH:18]([NH:21][S:22]([C:24]([CH3:26])([CH3:27])[CH3:25])=[O:23])/[CH:19]=[N:35]/[S:33]([C:29]([CH3:32])([CH3:31])[CH3:30])=[O:34])=[CH:11][CH:10]=2)[CH2:4][O:3]1 |f:3.4.5.6.7|. Procedure: To a solution of 2-methyl-propane-2-sulfinic acid {4-[4-((R)-2,2-dimethyl-[1,3]dioxolan-4-ylmethoxy)-phenyl]-1-formyl-butyl}-amide in THF (20 ml) is added tert-butyl sulfinamide (323 mg, 2.7 mmol) followed by titanium ethoxide (1.0 ml, 4.8 mmol). The yellow solution formed is stirred at room temperature overnight. The solution is quenched with 1N NaOH (50 ml) and EtOAc (50 ml) and stirred for 30 minutes at room temperature. The resultant mixture is filtered through Celite™ (filter material) and ... Isolated yield 24.4%. The product is N1(C=NC=C1)C1=NC=CC(=C1)C#N (2-(1-imidazolyl)-4-cyanopyridine). Procedure: A mixture of 2-chloro-4-cyanopyridine (4.0 g, 28.9 mmol), imidazole (7.9 g, 115 mmol) and N-methyl-2-pyrrolidinone (50 ml) was heated at 150° C. for 58 hours. The solvent was removed by distillation and the residue was partitioned between chloroform and water. The organic layer was separated and the aqueous layer was extracted with chloroform (2×100 ml). The organic layers were combined and the solvent was removed in vacuo. The residue was triturated with ether and a solid was collected by filtr... As a reaction SMILES: Cl[C:2]1[CH:7]=[C:6]([C:8]#[N:9])[CH:5]=[CH:4][N:3]=1.[NH:10]1[CH:14]=[CH:13][N:12]=[CH:11]1>CN1CCCC1=O>[N:10]1([C:2]2[CH:7]=[C:6]([C:8]#[N:9])[CH:5]=[CH:4][N:3]=2)[CH:14]=[CH:13][N:12]=[CH:11]1. Conditions: temperature 150 celsius. Reactants: ClC1=NC=CC(=C1)C#N (2-chloro-4-cyanopyridine), N1C=NC=C1 (imidazole). The solvent is CN1C(CCC1)=O (N-methyl-2-pyrrolidinone). Reactants: C(C)N1C(C(N(CC1)C(=O)NC(C(=O)N[C@@H]1C(N([C@H]1C)OCC1=CC=CC=C1)=O)C1=CC=CC=C1)=O)=O ((3S-trans)-3-[[[[(4-ethyl-2,3-dioxo-1-piperazinyl)carbonyl]amino]phenylacetyl]amino]-4-methyl-1-(phenylmethoxy)-2-azetidinone). The reagents and catalysts are [Pd] (palladium on charcoal). The solvent is C(C)O (ethanol). Yields the product C(C)N1C(C(N(CC1)C(=O)NC(C(=O)N[C@@H]1C(N([C@H]1C)O)=O)C1=CC=CC=C1)=O)=O ((3S-trans)-3-[[[[(4-Ethyl-2,3-dioxo-1-piperazinyl)carbonyl]amino]phenylacetyl]amino]-1-hydroxy-4-methyl-2-azetidinone). Reaction SMILES: [CH2:1]([N:3]1[CH2:8][CH2:7][N:6]([C:9]([NH:11][CH:12]([C:30]2[CH:35]=[CH:34][CH:33]=[CH:32][CH:31]=2)[C:13]([NH:15][C@H:16]2[C@H:19]([CH3:20])[N:18]([O:21]CC3C=CC=CC=3)[C:17]2=[O:29])=[O:14])=[O:10])[C:5](=[O:36])[C:4]1=[O:37])[CH3:2]>C(O)C.[Pd]>[CH2:1]([N:3]1[CH2:8][CH2:7][N:6]([C:9]([NH:11][CH:12]([C:30]2[CH:31]=[CH:32][CH:33]=[CH:34][CH:35]=2)[C:13]([NH:15][C@H:16]2[C@H:19]([CH3:20])[N:18]([OH:21])[C:17]2=[O:29])=[O:14])=[O:10])[C:5](=[O:36])[C:4]1=[O:37])[CH3:2]. Procedure details: (3S-trans)-3-[[[[(4-ethyl-2,3-dioxo-1-piperazinyl)carbonyl]amino]phenylacetyl]amino]-4-methyl-1-(phenylmethoxy)-2-azetidinone (0.270 g) is dissolved in ethanol (25 ml) and hydrogenated over 10% palladium on charcoal catalyst (130 mg) for two hours. The reaction mixture is filtered and concentrated to a solid (0.220 g). The reactants are O=S(=O)(Cl)c1cccc(C(F)(F)F)c1, Cc1nc(N)ccc1COCc1ccc(F)cc1. Product: Cc1nc(NS(=O)(=O)c2cccc(C(F)(F)F)c2)ccc1COCc1ccc(F)cc1. RXN SMILES: [F:19][C:20]([c:21]1[cH:22][c:23]([S:27](=[O:28])(=[O:29])[Cl:30])[cH:24][cH:25][cH:26]1)([F:31])[F:32].[F:1][c:2]1[cH:3][cH:4][c:5]([CH2:6][O:7][CH2:8][c:9]2[cH:10][cH:11][c:12]([NH2:16])[n:13][c:14]2[CH3:15])[cH:17][cH:18]1>>[F:1][c:2]1[cH:3][cH:4][c:5]([CH2:6][O:7][CH2:8][c:9]2[cH:10][cH:11][c:12]([NH:16][S:27]([c:23]3[cH:22][c:21]([C:20]([F:19])([F:31])[F:32])[cH:26][cH:25][cH:24]3)(=[O:28])=[O:29])[n:13][c:14]2[CH3:15])[cH:17][cH:18]1. Starting materials: COC=1C=C2C(=CN(C2=CC1)CC1=CSC=C1)C1CCNCC1 (5-methoxy-3-piperidin-4-yl-1-thiophen-3-ylmethyl-1H-indole), C(C)OC(C1=C(C=CC=C1)OCCCl)=O (2-(2-chloro-ethoxy)-benzoic acid ethyl ester). The product is COC=1C=C2C(=CN(C2=CC1)CC1=CSC=C1)C1CCN(CC1)CCOC1=C(C(=O)O)C=CC=C1 (2-{2-[4-(5-methoxy-1-thiophen-3-ylmethyl-1H-indol-3-yl)-piperidin-1-yl]-ethoxy}-benzoic acid). RXN SMILES: [CH3:1][O:2][C:3]1[CH:4]=[C:5]2[C:9](=[CH:10][CH:11]=1)[N:8]([CH2:12][C:13]1[CH:17]=[CH:16][S:15][CH:14]=1)[CH:7]=[C:6]2[CH:18]1[CH2:23][CH2:22][NH:21][CH2:20][CH2:19]1.C([O:26][C:27](=[O:38])[C:28]1[CH:33]=[CH:32][CH:31]=[CH:30][C:29]=1[O:34][CH2:35][CH2:36]Cl)C>>[CH3:1][O:2][C:3]1[CH:4]=[C:5]2[C:9](=[CH:10][CH:11]=1)[N:8]([CH2:12][C:13]1[CH:17]=[CH:16][S:15][CH:14]=1)[CH:7]=[C:6]2[CH:18]1[CH2:23][CH2:22][N:21]([CH2:36][CH2:35][O:34][C:29]2[CH:30]=[CH:31][CH:32]=[CH:33][C:28]=2[C:27]([OH:38])=[O:26])[CH2:20][CH2:19]1. Procedure details: This compound was prepared following the procedure described in example 13 (part D) starting with 3.3 g (10 mmol) of 5-methoxy-3-piperidin-4-yl-1-thiophen-3-ylmethyl-1H-indole and 2.6 g (12 mmol) of 2-(2-chloro-ethoxy)-benzoic acid ethyl ester. After standard work-up and recrystallisation with ethanol, 1.8 g (37% of yield) of the expected acid were obtained.